describe an organic reaction: reactants, conditions, products, and yield From a dataset of the Open Reaction Database (ORD), a public repository of structured organic reaction records. Starting materials: O=C([O-])[O-], CS(C)=O, CS(=O)(=O)c1ccc(C(CC2CCCC2)C(=O)Nc2cnc(C(O)C#N)cn2)cc1Cl, [K+], [K+], OO. The product is CS(=O)(=O)c1ccc(C(CC2CCCC2)C(=O)Nc2cnc(C(O)C(N)=O)cn2)cc1Cl. As a reaction SMILES: [C:32]([O-:33])(=[O:34])[O-:35].[CH3:40][S:41](=[O:42])[CH3:43].[Cl:1][c:2]1[cH:3][c:4]([CH:12]([C:13](=[O:14])[NH:15][c:16]2[n:17][cH:18][c:19]([CH:22]([OH:23])[C:24]#[N:25])[n:20][cH:21]2)[CH2:26][CH:27]2[CH2:28][CH2:29][CH2:30][CH2:31]2)[cH:5][cH:6][c:7]1[S:8](=[O:9])(=[O:10])[CH3:11].[K+:36].[K+:37].[OH:38][OH:39]>>[Cl:1][c:2]1[cH:3][c:4]([CH:12]([C:13](=[O:14])[NH:15][c:16]2[n:17][cH:18][c:19]([CH:22]([OH:23])[C:24]([NH2:25])=[O:33])[n:20][cH:21]2)[CH2:26][CH:27]2[CH2:28][CH2:29][CH2:30][CH2:31]2)[cH:5][cH:6][c:7]1[S:8](=[O:9])(=[O:10])[CH3:11].